From a dataset of the Open Reaction Database (ORD), a public repository of structured organic reaction records. describe an organic reaction: reactants, conditions, products, and yield Reactants: CC(C)(C#N)N=NC(C)(C)C#N (AIBN), C(=C)N1C=NC=C1 (N-vinylimidazole), C(=C)N1C(CCC1)=O (N-vinylpyrrolidinone). Run in O (water). Reaction conditions: temperature 75 celsius. The product is C(=C)N1C=NC=C1.C(=C)N1C(CCC1)=O (N-vinylimidazole N-vinylpyrrolidinone), copolymer. RXN SMILES: [CH:1]([N:3]1[CH:7]=[CH:6][N:5]=[CH:4]1)=[CH2:2].[CH:8]([N:10]1[CH2:14][CH2:13][CH2:12][C:11]1=[O:15])=[CH2:9].CC(N=NC(C#N)(C)C)(C#N)C>O>[CH:1]([N:3]1[CH:7]=[CH:6][N:5]=[CH:4]1)=[CH2:2].[CH:8]([N:10]1[CH2:14][CH2:13][CH2:12][C:11]1=[O:15])=[CH2:9] |f:4.5|. Procedure details: Poly[N-vinylimidazole-N-vinylpyrrolidinone] was prepared by charging 23.5 grams (0.250 moles) of N-vinylimidazole, 83.25 grams (0.750 moles) of N-vinylpyrrolidinone and 1.0 grams of AIBN to a one liter reaction vessel along with 450 ml of water. The reaction was stirred and heated to a temperature of 75° C. under a nitrogen atmosphere for a period of one hour. At the end of this time, the reaction mixture was allowed to cool to room temperature and after reaching room temperature, the copolymer ... Reaction SMILES: [C:1]([CH:4]([CH2:30][CH2:31][CH2:32][C:33]1[CH:38]=[CH:37][CH:36]=[CH:35][CH:34]=1)[C:5]([NH:7][CH:8]([C:11]1[C:12](=[O:29])[NH:13][C:14]([CH2:17][C:18]2[CH:23]=[CH:22][C:21]([O:24][CH3:25])=[C:20]([O:26][CH2:27][CH3:28])[CH:19]=2)=[N:15][N:16]=1)[CH2:9]C)=O)(=[O:3])[CH3:2].P(Cl)(Cl)(Cl)=O>>[C:1]([CH:4]([C:5]1[N:16]2[C:11]([C:12](=[O:29])[NH:13][C:14]([CH2:17][C:18]3[CH:23]=[CH:22][C:21]([O:24][CH3:25])=[C:20]([O:26][CH2:27][CH3:28])[CH:19]=3)=[N:15]2)=[C:8]([CH3:9])[N:7]=1)[CH2:30][CH2:31][CH2:32][C:33]1[CH:38]=[CH:37][CH:36]=[CH:35][CH:34]=1)(=[O:3])[CH3:2]. Procedure: Analogously to Example 1, 123 mg (0.24 mmol) of 2-acetyl-N-{1-[3-(3-ethoxy-4-methoxybenzyl)-5-oxo-4,5-dihydro-1,2,4-triazin-6-yl]propyl}-5-phenylpentanamide and 41.0 mg (0.27 mmol) of phosphorus oxychloride are reacted to give 7-(1-acetyl-4-phenylbutyl)-2-(3-ethoxy-4-methoxybenzyl)-5-methylimidazo[5,1-f][1 ,2,4]triazin-4(3H)-one. Yields the product C(C)(=O)C(CCCC1=CC=CC=C1)C1=NC(=C2C(NC(=NN21)CC2=CC(=C(C=C2)OC)OCC)=O)C (7-(1-acetyl-4-phenylbutyl)-2-(3-ethoxy-4-methoxybenzyl)-5-methylimidazo[5,1-f][1 ,2,4]triazin-4(3H)-one). Starting materials: C(C)(=O)C(C(=O)NC(CC)C=1C(NC(=NN1)CC1=CC(=C(C=C1)OC)OCC)=O)CCCC1=CC=CC=C1 (2-acetyl-N-{1-[3-(3-ethoxy-4-methoxybenzyl)-5-oxo-4,5-dihydro-1,2,4-triazin-6-yl]propyl}-5-phenylpentanamide), P(=O)(Cl)(Cl)Cl (phosphorus oxychloride). The reactants are CN(C)C=O, CC(=O)OC(C)=O, O=CO, C=C1CSC2C(N)C(=O)N2C1C(=O)O. Yields the product C=C1CSC2C(NC=O)C(=O)N2C1C(=O)O. As a reaction SMILES: [CH3:25][N:26]([CH3:27])[CH:28]=[O:29].[CH3:4][C:5]([O:6][C:7](=[O:8])[CH3:9])=[O:10].[CH:1](=[O:2])[OH:3].[NH2:11][CH:12]1[CH:13]2[N:14]([CH:15]([C:20](=[O:21])[OH:22])[C:16](=[CH2:19])[CH2:17][S:18]2)[C:23]1=[O:24]>>[CH:1](=[O:2])[NH:11][CH:12]1[CH:13]2[N:14]([CH:15]([C:20](=[O:21])[OH:22])[C:16](=[CH2:19])[CH2:17][S:18]2)[C:23]1=[O:24]. Starting materials: BrC1=C(C=C(O[C@H]2C[C@H](C2)NS(=O)(=O)C)C=C1C)C (N-(cis-3-(4-bromo-3,5-dimethylphenoxy)cyclobutyl)methanesulfonamide), [H-].[Na+] (sodium hydride), IC (Iodomethane). Run in CN(C(C)=O)C (N,N-dimethylacetamide). Conditions: time 8 hour. The product is BrC1=C(C=C(O[C@H]2C[C@H](C2)N(S(=O)(=O)C)C)C=C1C)C (N-(cis-3-(4-bromo-3,5-dimethylphenoxy)cyclobutyl)-N-methylmethanesulfonamide). Reaction SMILES: [Br:1][C:2]1[C:17]([CH3:18])=[CH:16][C:5]([O:6][C@@H:7]2[CH2:10][C@H:9]([NH:11][S:12]([CH3:15])(=[O:14])=[O:13])[CH2:8]2)=[CH:4][C:3]=1[CH3:19].[H-].[Na+].I[CH3:23]>CN(C)C(=O)C>[Br:1][C:2]1[C:17]([CH3:18])=[CH:16][C:5]([O:6][C@@H:7]2[CH2:8][C@H:9]([N:11]([CH3:23])[S:12]([CH3:15])(=[O:14])=[O:13])[CH2:10]2)=[CH:4][C:3]=1[CH3:19] |f:1.2|. Procedure details: N-(cis-3-(4-bromo-3,5-dimethylphenoxy)cyclobutyl)methanesulfonamide (130 mg) and sodium hydride (16 mg) are stirred in N,N-dimethylacetamide (2 mL) for 10 minutes. Iodomethane (0.1 mL) is added and the mixture is stirred at ambient temperature overnight. After cooling to ambient temperature, the mixture is concentrated, partitioned between ethyl acetate and water. The organic phase is dried (MgSO4) and concentrated. The residue is chromatographed on silica gel (cyclohexane/ethyl acetate gradient... As a reaction SMILES: [CH2:1]([O:3][C:4]([C:6]1[N:11]=[C:10]2[CH:12]=[CH:13][NH:14][C:9]2=[CH:8][C:7]=1[Cl:15])=[O:5])[CH3:2].C(=O)([O-])[O-].[Cs+].[Cs+].[F:22][CH:23]([F:26])[CH2:24]I.[NH4+].[Cl-]>CN(C=O)C.[I-].C([N+](CCCC)(CCCC)CCCC)CCC>[CH2:1]([O:3][C:4]([C:6]1[N:11]=[C:10]2[CH:12]=[CH:13][N:14]([CH2:24][CH:23]([F:26])[F:22])[C:9]2=[CH:8][C:7]=1[Cl:15])=[O:5])[CH3:2] |f:1.2.3,5.6,8.9|. Product: C(C)OC(=O)C1=C(C=C2C(=N1)C=CN2CC(F)F)Cl (6-Chloro-1-(2,2-difluoro-ethyl)-1H-pyrrolo[3,2-b]pyridine-5-carboxylic acid ethyl ester). Run at time 48 hour. Run in CN(C)C=O (DMF). Reported procedure: To a solution of 6-chloro-1H-pyrrolo[3,2-b]pyridine-5-carboxylic acid ethyl ester (210 mg, 0.935 mmol) in DMF (10 ml) was added cesium carbonate (457 mg, 1.402 mmol), after 15 min stirring at room temperature 1,1-difluoro-2-iodoethane (538 mg, 2.8 mmol) was added and stirring was continued over night. Tetrabutylammonium iodide (34.5 mg, 0.093 mmol) was added and stirring was continued for another 48 h. To the reaction mixture was added saturated aq. NH4Cl and the mixture was extracted with MTBE ... Reagents/catalysts: [I-].C(CCC)[N+](CCCC)(CCCC)CCCC (Tetrabutylammonium iodide). Starting materials: C(C)OC(=O)C1=C(C=C2C(=N1)C=CN2)Cl (6-chloro-1H-pyrrolo[3,2-b]pyridine-5-carboxylic acid ethyl ester), C([O-])([O-])=O.[Cs+].[Cs+] (cesium carbonate), [NH4+].[Cl-] (NH4Cl), FC(CI)F (1,1-difluoro-2-iodoethane).